The task is: describe an organic reaction: reactants, conditions, products, and yield. This data is from the Open Reaction Database (ORD), a public repository of structured organic reaction records. Starting materials: CCO, C=Cc1c(F)cnc2ccc(OC)nc12, [H][H]. The product is CCc1c(F)cnc2ccc(OC)nc12. RXN SMILES: [CH3:18][CH2:19][OH:20].[CH:1](=[CH2:2])[c:3]1[c:4]([F:15])[cH:5][n:6][c:7]2[cH:8][cH:9][c:10]([O:13][CH3:14])[n:11][c:12]12.[H:16][H:17]>>[CH2:1]([CH3:2])[c:3]1[c:4]([F:15])[cH:5][n:6][c:7]2[cH:8][cH:9][c:10]([O:13][CH3:14])[n:11][c:12]12.